Dataset: the Open Reaction Database (ORD), a public repository of structured organic reaction records. Task: describe an organic reaction: reactants, conditions, products, and yield Starting materials: Brc1cccnc1 (bromide 22), CCOC(=O)/C=C/c1ccccc1 (alkene S15). Reagents/catalysts: C1CCC2=NCCCN2CC1 (DBU 24), CS(=O)(=O)O[Pd]1(<-P(C2=CC=CC=C2)(C2=CC=CC=C2)C2=C(C3=C(P(C4=CC=CC=C4)C4=CC=CC=C4)C=CC4=C3C=CC=C4)C3=C(C=CC=C3)C=C2)<-NC2=C(C=CC=C2)C2=CC=CC=C21 (BINAP Pd G3 30). The solvent is CS(C)=O (DMSO), CS(C)=O (DMSO), CS(C)=O (DMSO), CS(C)=O (DMSO). Conditions: time 22 hour. Product: CCOC(=O)/C=C(\c1ccccc1)c1cccnc1, Brc1cccnc1, CCOC(=O)/C=C/c1ccccc1, c1ccc(-c2ccccc2)cc1 (biphenyl). Reported procedure: The Mosquito was used to combine the source plate solutions by multi-aspiration of 250 nL of each of the four reaction components and then to dose the resulting reaction mixture (1 uL) into a 1536-well plate